From a dataset of the Open Reaction Database (ORD), a public repository of structured organic reaction records. describe an organic reaction: reactants, conditions, products, and yield The reactants are C(C1=CC=CC=C1)OCC=O (benzyloxy acetaldehyde), [N+](=O)([O-])C(C)C (2-nitropropane), CN(C(=N)N(C)C)C (1,1,3,3-Tetramethylguanidine). Solvent: C1CCOC1 (THF). Conditions: temperature 0 celsius. The product is C(C1=CC=CC=C1)OCC(C(C)([N+](=O)[O-])C)O (1-(benzyloxy)-3-methyl-3-nitrobutan-2-ol). Isolated yield 87.1%. As a reaction SMILES: CN(C)C(N(C)C)=N.[CH2:9]([O:16][CH2:17][CH:18]=[O:19])[C:10]1[CH:15]=[CH:14][CH:13]=[CH:12][CH:11]=1.[N+:20]([CH:23]([CH3:25])[CH3:24])([O-:22])=[O:21]>C1COCC1>[CH2:9]([O:16][CH2:17][CH:18]([OH:19])[C:23]([CH3:25])([N+:20]([O-:22])=[O:21])[CH3:24])[C:10]1[CH:15]=[CH:14][CH:13]=[CH:12][CH:11]=1. Reported procedure: 1,1,3,3-Tetramethylguanidine (620 μL, 5 mmol) was added slowly to a cold, 0° C., stirring solution of benzyloxy acetaldehyde (4.6 g, 31 mmol) and 2-nitropropane (30 mL, 333 mmol) in 100 mL of anhydrous THF. The reaction was stirred at 0° C. for ten minutes then allowed to warm to room temperature and stirred for 18 hours. The reaction was concentrated under reduced pressure and the product purified by column chromatography (5 to 50% ethyl acetate in hexanes) to give the title compound as a clear... Reactants: CN(C)CC(=O)O, CCN(C(C)C)C(C)C, CN(C)C=O, On1nnc2ccccc21, Nc1ncnn2c(C3CCNCC3)cc(-c3ccc4cn(-c5ccccc5)nc4c3)c12. Product: CN(C)CC(=O)N1CCC(c2cc(-c3ccc4cn(-c5ccccc5)nc4c3)c3c(N)ncnn23)CC1. RXN SMILES: [CH3:32][N:33]([CH3:34])[CH2:35][C:36]([OH:37])=[O:38].[CH:49]([N:50]([CH2:51][CH3:52])[CH:53]([CH3:54])[CH3:55])([CH3:56])[CH3:57].[O:58]=[CH:59][N:60]([CH3:61])[CH3:62].[OH:39][n:40]1[c:41]2[c:42]([cH:43][cH:44][cH:45][cH:46]2)[n:47][n:48]1.[c:1]1(-[n:7]2[n:8][c:9]3[cH:10][c:11](-[c:16]4[cH:17][c:18]([CH:26]5[CH2:27][CH2:28][NH:29][CH2:30][CH2:31]5)[n:19]5[n:20][cH:21][n:22][c:23]([NH2:25])[c:24]45)[cH:12][cH:13][c:14]3[cH:15]2)[cH:2][cH:3][cH:4][cH:5][cH:6]1>>[c:1]1(-[n:7]2[n:8][c:9]3[cH:10][c:11](-[c:16]4[cH:17][c:18]([CH:26]5[CH2:27][CH2:28][N:29]([C:36]([CH2:35][N:33]([CH3:32])[CH3:34])=[O:37])[CH2:30][CH2:31]5)[n:19]5[n:20][cH:21][n:22][c:23]([NH2:25])[c:24]45)[cH:12][cH:13][c:14]3[cH:15]2)[cH:2][cH:3][cH:4][cH:5][cH:6]1.